The task is: describe an organic reaction: reactants, conditions, products, and yield. This data is from the Open Reaction Database (ORD), a public repository of structured organic reaction records. The product is N1(CCC1)C=1C(=CC2=C(N=C(CC(N2)=O)C2=CC(=NC=C2)C#N)C1)C(F)(F)F (4-(8-Azetidin-1-yl-4-oxo-7-trifluoromethyl-4,5-dihydro-3H-benzo[b][1,4]diazepin-2-yl)-pyridine-2-carbonitrile), solid. Reaction SMILES: C(OC(=O)[NH:7][C:8]1[CH:13]=[C:12]([N:14]2[CH2:17][CH2:16][CH2:15]2)[C:11]([C:18]([F:21])([F:20])[F:19])=[CH:10][C:9]=1[NH:22][C:23](=[O:35])[CH2:24][C:25]([C:27]1[CH:32]=[CH:31][N:30]=[C:29]([C:33]#[N:34])[CH:28]=1)=O)(C)(C)C.C(O)(C(F)(F)F)=O>C(Cl)Cl>[N:14]1([C:12]2[C:11]([C:18]([F:19])([F:21])[F:20])=[CH:10][C:9]3[NH:22][C:23](=[O:35])[CH2:24][C:25]([C:27]4[CH:32]=[CH:31][N:30]=[C:29]([C:33]#[N:34])[CH:28]=4)=[N:7][C:8]=3[CH:13]=2)[CH2:15][CH2:16][CH2:17]1. Starting materials: C(C)(C)(C)OC(NC1=C(C=C(C(=C1)N1CCC1)C(F)(F)F)NC(CC(=O)C1=CC(=NC=C1)C#N)=O)=O ({5-azetidin-1-yl-2-[3-(2-cyano-pyridin-4-yl)-3-oxo-propionylamino]-4-trifluoromethyl-phenyl}-carbamic acid tert.-butyl ester), C(=O)(C(F)(F)F)O (TFA). Solvent: C(Cl)Cl (CH2Cl2). Reported procedure: The title compound was prepared from {5-azetidin-1-yl-2-[3-(2-cyano-pyridin-4-yl)-3-oxo-propionylamino]-4-trifluoromethyl-phenyl}-carbamic acid tert.-butyl ester (Example M52) by treatment with TFA in CH2Cl2 according to the general procedure N. Obtained as an orange solid (51 mg).